Task: describe an organic reaction: reactants, conditions, products, and yield. Dataset: the Open Reaction Database (ORD), a public repository of structured organic reaction records Starting materials: COC(=O)c1ccc(B(O)O)cc1, Oc1cccc2c1CCC2O. The product is COC(=O)c1ccc(Oc2cccc3c2CCC3O)cc1. Reaction SMILES: [CH3:12][O:13][C:14](=[O:15])[c:16]1[cH:17][cH:18][c:19]([B:22]([OH:23])[OH:24])[cH:20][cH:21]1.[OH:1][c:2]1[c:3]2[c:7]([cH:8][cH:9][cH:10]1)[CH:6]([OH:11])[CH2:5][CH2:4]2>>[O:1]([c:2]1[c:3]2[c:7]([cH:8][cH:9][cH:10]1)[CH:6]([OH:11])[CH2:5][CH2:4]2)[c:19]1[cH:18][cH:17][c:16]([C:14]([O:13][CH3:12])=[O:15])[cH:21][cH:20]1. The reactants are Br, ClCCCl, C[Si](C)(C)N(C(=O)C(F)(F)F)[Si](C)(C)C, O=C1NC(=O)C2(CCc3ccc(F)cc32)N1. Product: O=C1NC(=O)C2(CC(O)c3ccc(F)cc32)N1. RXN SMILES: [Br:32].[CH2:33]([Cl:34])[CH2:35][Cl:36].[F:17][C:18]([F:19])([F:21])[C:22](=[O:20])[N:23]([Si:24]([CH3:25])([CH3:26])[CH3:27])[Si:28]([CH3:29])([CH3:30])[CH3:31].[F:1][c:2]1[cH:3][cH:4][c:5]2[c:15]([cH:16]1)[C:8]1([CH2:7][CH2:6]2)[NH:9][C:10](=[O:14])[NH:11][C:12]1=[O:13]>>[F:1][c:2]1[cH:3][cH:4][c:5]2[c:15]([cH:16]1)[C:8]1([CH2:7][CH:6]2[OH:20])[NH:9][C:10](=[O:14])[NH:11][C:12]1=[O:13].